Dataset: the Open Reaction Database (ORD), a public repository of structured organic reaction records. Task: describe an organic reaction: reactants, conditions, products, and yield Starting materials: C(=O)C1=CC=C(C(=O)Cl)C=C1 (4-Formyl-benzoyl chloride), C1(=CC=CC=C1)C (toluene), C(=O)(O)[O-].[Na+] (NaHCO3), C(C)(C)N1CCNCC1 (4-isopropylpiperazine), O (water). Product: C(C)(C)N1CCN(CC1)C(=O)C1=CC=C(C=O)C=C1 (4-(4-Isopropyl-piperazine-1-carbonyl)-benzaldehyde). Reaction SMILES: [CH:1]([C:3]1[CH:11]=[CH:10][C:6]([C:7](Cl)=[O:8])=[CH:5][CH:4]=1)=[O:2].C1(C)C=CC=CC=1.C([O-])(O)=O.[Na+].[CH:24]([N:27]1[CH2:32][CH2:31][NH:30][CH2:29][CH2:28]1)([CH3:26])[CH3:25].O>>[CH:24]([N:27]1[CH2:32][CH2:31][N:30]([C:7]([C:6]2[CH:10]=[CH:11][C:3]([CH:1]=[O:2])=[CH:4][CH:5]=2)=[O:8])[CH2:29][CH2:28]1)([CH3:26])[CH3:25] |f:2.3|. Procedure details: A solution of 4-formyl-benzoyl chloride (2.80, 16.65 mol) (prepared as in Example 1 above) in toluene (43.3 g, 469.39 mmol) was added slowly to a solution of NaHCO3 (0.8 g, 9.52 mmol) and 4-isopropylpiperazine (2.50 g, 18.35 mmol) in water (5 g, 277 mmol) at 0° C. The reaction mixture was vigorously stirred until the reaction was deemed complete. The layers were split and the toluene phase was concentrated to yield the title compound as a yellow oil. Reactants: C(C)(C)(C)C=1N=C(C2=C(N1)N(N=N2)CC2=C(C=CC=C2)Cl)N2CCOCC2 (5-tert-Butyl-3-(2-chloro-benzyl)-7-morpholin-4-yl-3H-[1,2,3]triazolo[4,5-d]pyrimidine), C(C)(C)(C)C=1N=C(C2=C(N1)N(N=N2)CC2=C(C=CC=C2)Cl)Cl (5-tert-butyl-7-chloro-3-(2-chlorobenzyl)-3H-[1,2,3]triazolo[4,5-d]pyrimidine), C(C(=O)O)(=O)O.C1OCC12NCCC2 (2-oxa-5-azaspiro[3.4]octane oxalate). The product is C(C)(C)(C)C=1N=C(C2=C(N1)N(N=N2)CC2=C(C=CC=C2)Cl)N2C1(COC1)CCC2 (5-tert-Butyl-3-(2-chloro-benzyl)-7-(2-oxa-5-aza-spiro[3.4]oct-5-yl)-3H-[1,2,3]triazolo[4,5-d]pyrimidine), solid. Yield: 43.0%. As a reaction SMILES: C(C1N=[C:7]([N:22]2[CH2:27][CH2:26][O:25][CH2:24]C2)[C:8]2N=NN(CC3C=CC=CC=3Cl)[C:9]=2N=1)(C)(C)C.[C:28]([C:32]1[N:33]=[C:34](Cl)[C:35]2[N:40]=[N:39][N:38]([CH2:41][C:42]3[CH:47]=[CH:46][CH:45]=[CH:44][C:43]=3[Cl:48])[C:36]=2[N:37]=1)([CH3:31])([CH3:30])[CH3:29].C(O)(=O)C(O)=O.C1C2(CCCN2)CO1>>[C:28]([C:32]1[N:33]=[C:34]([N:22]2[CH2:7][CH2:8][CH2:9][C:27]32[CH2:24][O:25][CH2:26]3)[C:35]2[N:40]=[N:39][N:38]([CH2:41][C:42]3[CH:47]=[CH:46][CH:45]=[CH:44][C:43]=3[Cl:48])[C:36]=2[N:37]=1)([CH3:31])([CH3:30])[CH3:29] |f:2.3|. Procedure details: In analogy to the procedure described for the synthesis of 5-tert-butyl-3-(2-chloro-benzyl)-7-morpholin-4-yl-3H-[1,2,3]triazolo[4,5-d]pyrimidine (example 1, step c), the title compound was prepared from 5-tert-butyl-7-chloro-3-(2-chlorobenzyl)-3H-[1,2,3]triazolo[4,5-d]pyrimidine and 2-oxa-5-azaspiro[3.4]octane oxalate and isolated as white solid (8.4 mg, 43%). MS (m/e): 413.4 (MH+).